This data is from the Open Reaction Database (ORD), a public repository of structured organic reaction records. The task is: describe an organic reaction: reactants, conditions, products, and yield The reactants are CC(C)([O-])C.[K+] (potassium tert-butoxide), O (water), ClC1=CC=C(C=C1)C=1OC=C(N1)CO ([2-(4-Chlorophenyl)-1,3-oxazol-4-yl]methanol), NC1=NC(=C(C(=C1C#N)C1=CC=C(C=C1)OC[C@@H]1OC(OC1)(C)C)C#N)SC1=CC=CC=C1 (2-Amino-4-(4-{[(4S)-2,2-dimethyl-1,3-dioxolan-4-yl]methoxy}-phenyl)-6-(phenylthio)pyridine-3,5-dicarbonitrile). The solvent is COCCOC (1,2-dimethoxyethane). Conditions: temperature 60 celsius, time 2 hour. The product is NC1=NC(=C(C(=C1C#N)C1=CC=C(C=C1)OC[C@@H]1OC(OC1)(C)C)C#N)OCC=1N=C(OC1)C1=CC=C(C=C1)Cl (2-Amino-6-{[2-(4-chlorophenyl)-1,3-oxazol-4-yl]methoxy}-4-(4-{[(4S)-2,2-dimethyl-1,3-dioxolan-4-yl]methoxy}phenyl)pyridine-3,5-dicarbonitrile). As a reaction SMILES: CC(C)([O-])C.[K+].[Cl:7][C:8]1[CH:13]=[CH:12][C:11]([C:14]2[O:15][CH:16]=[C:17]([CH2:19][OH:20])[N:18]=2)=[CH:10][CH:9]=1.[NH2:21][C:22]1[C:27]([C:28]#[N:29])=[C:26]([C:30]2[CH:35]=[CH:34][C:33]([O:36][CH2:37][C@H:38]3[CH2:42][O:41][C:40]([CH3:44])([CH3:43])[O:39]3)=[CH:32][CH:31]=2)[C:25]([C:45]#[N:46])=[C:24](SC2C=CC=CC=2)[N:23]=1.O>COCCOC>[NH2:21][C:22]1[C:27]([C:28]#[N:29])=[C:26]([C:30]2[CH:31]=[CH:32][C:33]([O:36][CH2:37][C@H:38]3[CH2:42][O:41][C:40]([CH3:44])([CH3:43])[O:39]3)=[CH:34][CH:35]=2)[C:25]([C:45]#[N:46])=[C:24]([O:20][CH2:19][C:17]2[N:18]=[C:14]([C:11]3[CH:10]=[CH:9][C:8]([Cl:7])=[CH:13][CH:12]=3)[O:15][CH:16]=2)[N:23]=1 |f:0.1|. Reported procedure: 122 mg (1.09 mmol) of potassium tert-butoxide are suspended in 2 ml of dry 1,2-dimethoxyethane. 229 mg (1.09 mmol) of the compound from Example 100A and 100 mg (0.22 mmol) of the compound from Example 98A are then added successively. The reaction mixture is stirred at 60° C. for 2 h and, after cooling, at RT for a further 10 h. 5 ml of water are then added to the mixture. The precipitate formed is filtered off with suction and washed once with about 2 ml of cold water. This is followed by purifi... The reactants are ClC1=CC=C(C=C1)C#CC(C(C)C)=O (1-(4-chlorophenyl)-4-methylpent-1-yn-3-one), [I-].N[N+]1=CC=CC=C1 (1-aminopyridinium iodide), C1CCC2=NCCCN2CC1 (DBU). Product: ClC1=CC=C(C=C1)C1=NN2C(C=CC=C2)=C1C(C(C)C)=O (1-(2-(4-chlorophenyl)pyrazolo[1,5-a]pyridin-3-yl)-2-methylpropan-1-one). Isolated yield 43.4%. RXN SMILES: [Cl:1][C:2]1[CH:7]=[CH:6][C:5]([C:8]#[C:9][C:10](=[O:14])[CH:11]([CH3:13])[CH3:12])=[CH:4][CH:3]=1.[I-].[NH2:16][N+:17]1[CH:22]=[CH:21][CH:20]=[CH:19][CH:18]=1.C1CCN2C(=NCCC2)CC1>>[Cl:1][C:2]1[CH:3]=[CH:4][C:5]([C:8]2[C:9]([C:10](=[O:14])[CH:11]([CH3:12])[CH3:13])=[C:18]3[CH:19]=[CH:20][CH:21]=[CH:22][N:17]3[N:16]=2)=[CH:6][CH:7]=1 |f:1.2|. Procedure details: Starting with 4.9 g (35.8 mmol) of 4-chloroethynylbenzene, 3.76 ml of isobutyryl chloride and 4.88 g ZnCl2, the corresponding 1-(4-chlorophenyl)-4-methylpent-1-yn-3-one was prepared using the same procedure as in Example 5(a) to obtain 9.21 g of crude oil intermediate. Starting with 9.21 g (35.8 mmol) of 1-(4-chlorophenyl)-4-methylpent-1-yn-3-one, 9.90 g (44 mmol) of 1-aminopyridinium iodide and 11 g DBU, the desired product was obtained—4.64 g (43%) of 1-(2-(4-chlorophenyl)pyrazolo[1,5-a]pyridi... Starting materials: NC1=C(C=C(C(=C1)OCC1=CC=CC=C1)OC)C(CNS(=O)(=O)CCC)NC1=CC=C(C=C1)C#N (Propane-1-sulfonic acid [2-(2-amino-4-benzyloxy-5-methoxy-phenyl)-2-(4-cyano-phenylamino)-ethyl]-amide), Cl.NO (hydroxylamine hydrochloride), [O-]CC.[Na+] (Sodium ethoxide), CS(=O)(=O)Cl (methanesulfonyl chloride). Run in ClCCl (dichloromethane), C(C)N(CC)CC (triethylamine), C(C)O (ethanol). Reaction conditions: time 2 hour. The product is final product, C(C1=CC=CC=C1)OC1=CC(=C(C=C1OC)C(CNS(=O)(=O)CCC)NC1=CC=C(C(=N)N)C=C1)NS(=O)(=O)C (4-[1-(4-Benzyloxy-2-methanesulfonylamino-5-methoxy-phenyl)-2-(propane-1-sulfonylamino)-ethylamino]-benzamidine). Yield: 7.5%. As a reaction SMILES: [NH2:1][C:2]1[CH:7]=[C:6]([O:8][CH2:9][C:10]2[CH:15]=[CH:14][CH:13]=[CH:12][CH:11]=2)[C:5]([O:16][CH3:17])=[CH:4][C:3]=1[CH:18]([NH:27][C:28]1[CH:33]=[CH:32][C:31]([C:34]#[N:35])=[CH:30][CH:29]=1)[CH2:19][NH:20][S:21]([CH2:24][CH2:25][CH3:26])(=[O:23])=[O:22].[CH3:36][S:37](Cl)(=[O:39])=[O:38].Cl.[NH2:42]O.[O-]CC.[Na+]>ClCCl.C(O)C.C(N(CC)CC)C>[CH2:9]([O:8][C:6]1[C:5]([O:16][CH3:17])=[CH:4][C:3]([CH:18]([NH:27][C:28]2[CH:29]=[CH:30][C:31]([C:34]([NH2:42])=[NH:35])=[CH:32][CH:33]=2)[CH2:19][NH:20][S:21]([CH2:24][CH2:25][CH3:26])(=[O:23])=[O:22])=[C:2]([NH:1][S:37]([CH3:36])(=[O:39])=[O:38])[CH:7]=1)[C:10]1[CH:11]=[CH:12][CH:13]=[CH:14][CH:15]=1 |f:2.3,4.5|. Reported procedure: Propane-1-sulfonic acid [2-(2-amino-4-benzyloxy-5-methoxy-phenyl)-2-(4-cyano-phenylamino)-ethyl]-amide (133 mg, 0.27 mmoles) was dissolved in dichloromethane and triethylamine added (0.05 ml, 0.35 mmoles). The reaction was cooled and methanesulfonyl chloride (0.023 ml, 0.3 mmoles) added dropwise. The reaction was stirred for two hours and the product purified by flash chromatography (hexanes:ethyl acetate, 1:1). The product was then taken-up in ethanol and hydroxylamine hydrochloride (35 mg, 0.5... Reagents/catalysts: [Ni] (Raney nickel). Procedure details: 180.5 g (0.77 mol) of 2,2-dihexylpropanedinitrile was dissolved in 320 ml of ethanol. About 5 g of Raney nickel (dispersion in toluene) was added thereto, and the dinitrile was catalytically reduced at 100° C. under hydrogen pressure of 100 kg/m2 in an autoclave for 6 hours. The catalyst was removed, and ethanol was distilled off to obtain an oily material. The oily material was distilled under reduced pressure to obtain 119 g of the desired product as a colorless oil (boiling point: 153° to 160... Reaction SMILES: [CH2:1]([C:7]([CH2:12][CH2:13][CH2:14][CH2:15][CH2:16][CH3:17])([C:10]#[N:11])[C:8]#[N:9])[CH2:2][CH2:3][CH2:4][CH2:5][CH3:6]>C(O)C.[Ni]>[CH2:12]([C:7]([CH2:1][CH2:2][CH2:3][CH2:4][CH2:5][CH3:6])([CH2:8][NH2:9])[CH2:10][NH2:11])[CH2:13][CH2:14][CH2:15][CH2:16][CH3:17]. Solvent: C(C)O (ethanol). Reactants: C(CCCCC)C(C#N)(C#N)CCCCCC (2,2-dihexylpropanedinitrile), dinitrile. Isolated yield 63.7%. Product: C(CCCCC)C(CN)(CN)CCCCCC (2,2-dihexylpropane-1,3-diamine). Starting materials: COC1=CC=C(C=C1)CSC1CC(S(C1)(=O)=O)CO (Tetrahydro4-[[(4-methoxyphenyl)methyl]thio]-2-thiophenemethanol-1,1-dioxide), mercuric trifluoroacetate, C1(=CC=CC=C1)OC (anisole), C(C)(=O)O (acetic acid). Solvent: C(C)(=O)OCC.CCCCCC (ethyl acetate hexane). The product is SC1CC(S(C1)(=O)=O)CO (Tetrahydro-4-mercapto-2-thiophenemethanol 1,1-dioxide). Yield: 86.9%. RXN SMILES: COC1C=CC(C[S:10][CH:11]2[CH2:15][S:14](=[O:17])(=[O:16])[CH:13]([CH2:18][OH:19])[CH2:12]2)=CC=1.C1(OC)C=CC=CC=1.C(O)(=O)C>C(OCC)(=O)C.CCCCCC>[SH:10][CH:11]1[CH2:15][S:14](=[O:17])(=[O:16])[CH:13]([CH2:18][OH:19])[CH2:12]1 |f:3.4|. Procedure: The title compound is prepared by the procedure of Example 202 using 0.615 g of product from Example 177, 1.04 g of mercuric trifluoroacetate, 0.440 g of anisole and 31 ml of 80% acetic acid to give, after chromatography (Silica gel: 10-100% ethyl acetate/hexane), 0.322 g of the desired product. The reactants are Cl, [K+], NC1Cc2ccccc2C1, [Na+], O=[N+]([O-])[O-], [OH-], O=S(=O)(O)O. Yields the product Cl, NC1Cc2ccc([N+](=O)[O-])cc2C1. Reaction SMILES: [ClH:1].[K+:17].[NH2:2][CH:3]1[CH2:4][c:5]2[cH:6][cH:7][cH:8][cH:9][c:10]2[CH2:11]1.[Na+:23].[O-:18][N+:19]([O-:20])=[O:21].[OH-:22].[S:12](=[O:13])(=[O:14])([OH:15])[OH:16]>>[ClH:1].[NH2:2][CH:3]1[CH2:4][c:5]2[cH:6][c:7]([N+:19](=[O:18])[O-:20])[cH:8][cH:9][c:10]2[CH2:11]1.